From a dataset of the Open Reaction Database (ORD), a public repository of structured organic reaction records. describe an organic reaction: reactants, conditions, products, and yield Starting materials: O1C(CCCC1)ON1C([C@@H]([C@@H]1CCC)CCCC1=CC=CC=C1)=O ((3R,4S)-1-(2-tetrahydropyranyloxy)-3-(3-phenyl-1-propyl)-4-propylazetidin-2-one), [OH-].[Na+] (sodium hydroxide), S([O-])(O)(=O)=O.[Na+] (sodium bisulfate). The solvent is C1CCOC1.CO (THF methanol). Reaction conditions: temperature 23 celsius, time 36 hour. Product: C1(=CC=CC=C1)CCC[C@@H](C(=O)O)[C@H](CCC)NOC1OCCCC1 ((2R,3s)-2-(3-phenyl-1-propyl)-3-(2-tetrahydropyranyloxyamino)hexanoic acid). Yield: 72.0%. As a reaction SMILES: [O:1]1[CH2:6][CH2:5][CH2:4][CH2:3][CH:2]1[O:7][N:8]1[C@@H:11]([CH2:12][CH2:13][CH3:14])[C@@H:10]([CH2:15][CH2:16][CH2:17][C:18]2[CH:23]=[CH:22][CH:21]=[CH:20][CH:19]=2)[C:9]1=[O:24].[OH-].[Na+].S(=O)(=O)(O)[O-:28].[Na+]>C1COCC1.CO>[C:18]1([CH2:17][CH2:16][CH2:15][C@H:10]([C@@H:11]([NH:8][O:7][CH:2]2[CH2:3][CH2:4][CH2:5][CH2:6][O:1]2)[CH2:12][CH2:13][CH3:14])[C:9]([OH:24])=[O:28])[CH:23]=[CH:22][CH:21]=[CH:20][CH:19]=1 |f:1.2,3.4,5.6|. Reported procedure: To a solution of (3R,4S)-1-(2-tetrahydropyranyloxy)-3-(3-phenyl-1-propyl)-4-propylazetidin-2-one (1.22 g, 3.69 mmol) in THF-methanol (2:1, 15 mL) is added 1 N aqueous sodium hydroxide (5.5 mL). The solution is stirred at 23° C. for 36 h, is acidified to pH 3 with saturated aqueous sodium bisulfate solution, and is extracted with two 100-mL portions of EtCOAc. The combined organics are dried over anhydrous sodium sulfate and concentrated under reduced pressure to provide (2R,3s)-2-(3-phenyl-1-pro...